This data is from the Open Reaction Database (ORD), a public repository of structured organic reaction records. The task is: describe an organic reaction: reactants, conditions, products, and yield Starting materials: CCc1cccc(CC)c1N, CC(=O)c1cccc(C(C)=Nc2c(C)cc(C)cc2Cl)n1, C1CCOC1. Product: CCc1cccc(CC)c1N=C(C)c1cccc(C(C)=Nc2c(C)cc(C)cc2Cl)n1. As a reaction SMILES: [CH2:22]([CH3:23])[c:24]1[c:25]([NH2:26])[c:27]([CH2:31][CH3:32])[cH:28][cH:29][cH:30]1.[Cl:1][c:2]1[c:3]([N:10]=[C:11]([CH3:12])[c:13]2[cH:14][cH:15][cH:16][c:17]([C:19]([CH3:20])=[O:21])[n:18]2)[c:4]([CH3:9])[cH:5][c:6]([CH3:8])[cH:7]1.[O:33]1[CH2:34][CH2:35][CH2:36][CH2:37]1>>[Cl:1][c:2]1[c:3]([N:10]=[C:11]([CH3:12])[c:13]2[cH:14][cH:15][cH:16][c:17]([C:19]([CH3:20])=[N:26][c:25]3[c:24]([CH2:22][CH3:23])[cH:30][cH:29][cH:28][c:27]3[CH2:31][CH3:32])[n:18]2)[c:4]([CH3:9])[cH:5][c:6]([CH3:8])[cH:7]1. Reaction SMILES: [CH3:38][c:39]1[cH:40][cH:41][cH:42][cH:43][cH:44]1.[O:1]1[CH:2]2[CH2:3][C:4]3([CH3:5])[CH:6]([CH:7]4[CH2:8][CH:9]([F:10])[C:11]5=[CH:19][C:17](=[O:18])[CH:16]=[CH:15][C:12]5([CH3:13])[C:14]124)[CH2:20][CH:21]([CH3:22])[C:23]3([C:24]([O:25][CH3:26])=[O:37])[O:27][C:28](=[O:29])[c:30]1[n:31][cH:32][c:33]([CH3:36])[n:34][cH:35]1>>[O:27]=[C:28]([OH:29])[c:30]1[n:31][cH:32][c:33]([CH3:36])[n:34][cH:35]1. Reactants: Cc1ccccc1, COC(=O)C1(OC(=O)c2cnc(C)cn2)C(C)CC2C3CC(F)C4=CC(=O)C=CC4(C)C34OC4CC21C. The product is Cc1cnc(C(=O)O)cn1.